This data is from the Open Reaction Database (ORD), a public repository of structured organic reaction records. The task is: describe an organic reaction: reactants, conditions, products, and yield The reactants are N1=C(C=CC=C1)C(C=CC(=O)O)=O (4-(2-pyridyl)-4-oxo-2-butenoic acid), [OH-].[K+] (Potassium hydroxide), NN (Hydrazine). The solvent is CO (methanol). The product is N1=C(C=CC=C1)C1=NNC(C1)C(=O)O ((±)-3-(2-Pyridyl)-4,5-dihydro-1H-pyrazole-5-carboxylic acid). Reaction SMILES: [OH-].[K+].[N:3]1[CH:8]=[CH:7][CH:6]=[CH:5][C:4]=1[C:9](=O)[CH:10]=[CH:11][C:12]([OH:14])=[O:13].[NH2:16][NH2:17]>CO>[N:3]1[CH:8]=[CH:7][CH:6]=[CH:5][C:4]=1[C:9]1[CH2:10][CH:11]([C:12]([OH:14])=[O:13])[NH:17][N:16]=1 |f:0.1|. Procedure: Potassium hydroxide (3.29 g) is dissolved in 250 ml of methanol and 8.85 g of 4-(2-pyridyl)-4-oxo-2-butenoic acid is added. Hydrazine (1.6 g) is then added and the solution is heated at reflux temperature for 5 hours. Solvent is removed in vacuo and the residue is dissolved in 50 ml of water and treated with 3.0 g of acetic acid yielding the title compound.